This data is from the Open Reaction Database (ORD), a public repository of structured organic reaction records. The task is: describe an organic reaction: reactants, conditions, products, and yield Starting materials: C(C)(=O)SC\C(\C(=O)O)=C/C1=CC=C(C=C1)OC ((Z)-2-acetylthiomethyl-3-(4-methoxyphenyl)propenoic acid), NCCC(=O)OCC1=CC=CC=C1 (benzyl β-alaninate). Product: O=C(/C(=C/C1=CC=C(C=C1)OC)/CSC(C)=O)NCCC(=O)OCC1=CC=CC=C1 (benzyl N-(Z)-[1-oxo-2-(acetylthiomethyl)-3-(4-methoxyphenyl)propenyl]-β-alaninate). As a reaction SMILES: [C:1]([S:4][CH2:5]/[C:6](=[CH:10]\[C:11]1[CH:16]=[CH:15][C:14]([O:17][CH3:18])=[CH:13][CH:12]=1)/[C:7]([OH:9])=O)(=[O:3])[CH3:2].[NH2:19][CH2:20][CH2:21][C:22]([O:24][CH2:25][C:26]1[CH:31]=[CH:30][CH:29]=[CH:28][CH:27]=1)=[O:23]>>[O:9]=[C:7]([NH:19][CH2:20][CH2:21][C:22]([O:24][CH2:25][C:26]1[CH:31]=[CH:30][CH:29]=[CH:28][CH:27]=1)=[O:23])/[C:6](/[CH2:5][S:4][C:1](=[O:3])[CH3:2])=[CH:10]/[C:11]1[CH:16]=[CH:15][C:14]([O:17][CH3:18])=[CH:13][CH:12]=1. Reported procedure: The (Z)-2-acetylthiomethyl-3-(4-methoxyphenyl)propenoic acid obtained in step C is coupled with benzyl β-alaninate according to the experimental procedure described in Example 1 (step D). The reactants are O=C1CCC2CCCN(Cc3ccccc3)C2C1, CCO, Cl, NO, c1ccncc1. Product: ON=C1CCC2CCCN(Cc3ccccc3)C2C1. Reaction SMILES: [CH2:1]([c:2]1[cH:3][cH:4][cH:5][cH:6][cH:7]1)[N:8]1[CH2:9][CH2:10][CH2:11][CH:12]2[CH2:13][CH2:14][C:15](=[O:18])[CH2:16][CH:17]12.[CH3:22][CH2:23][OH:24].[ClH:19].[NH2:20][OH:21].[cH:25]1[cH:26][cH:27][n:28][cH:29][cH:30]1>>[CH2:1]([c:2]1[cH:3][cH:4][cH:5][cH:6][cH:7]1)[N:8]1[CH2:9][CH2:10][CH2:11][CH:12]2[CH2:13][CH2:14][C:15](=[N:20][OH:21])[CH2:16][CH:17]12. The reactants are NC1=CC(=C(C(=O)OCC)C=C1)C (ethyl 4-amino-2-methylbenzoate), ClCCCS(=O)(=O)Cl (3-chloropropane-1-sulfonyl chloride). The product is O=S1(N(CCC1)C1=CC(=C(C(=O)O)C=C1)C)=O (4-(1,1-dioxo-1λ6-isothiazolidin-2-yl)-2-methylbenzoic acid). RXN SMILES: [NH2:1][C:2]1[CH:12]=[CH:11][C:5]([C:6]([O:8]CC)=[O:7])=[C:4]([CH3:13])[CH:3]=1.Cl[CH2:15][CH2:16][CH2:17][S:18](Cl)(=[O:20])=[O:19]>>[O:19]=[S:18]1(=[O:20])[CH2:17][CH2:16][CH2:15][N:1]1[C:2]1[CH:12]=[CH:11][C:5]([C:6]([OH:8])=[O:7])=[C:4]([CH3:13])[CH:3]=1. Procedure details: Using ethyl 4-amino-2-methylbenzoate (5.3 g) and 3-chloropropane-1-sulfonyl chloride (4.8 mL) and by the reaction and treatment in the same manner as in Preparation Example 16, the title compound (6.49 g) was obtained.